This data is from the Open Reaction Database (ORD), a public repository of structured organic reaction records. The task is: describe an organic reaction: reactants, conditions, products, and yield Reactants: sulfide, ClC1=CC(=CC=C1)C(=O)OO (metachloroperbenzoic acid), ClCC1=NC=CC(=C1OC)OC (2-chloromethyl-3,4-dimethoxy pyridine), SC=1NC2=C(N1)C=CC(=C2)OC(F)F (2-mercapto-5-difluoromethoxy benzimidazole). Product: COC=1C=CN=C(C1OC)C[S+](C=2NC=3C=CC(=CC3N2)OC(F)F)[O-] (pantoprazole), ClCC1=NC=CC(=C1OC)OC (2-chloromethyl-3,4 dimethoxy pyridine). RXN SMILES: [Cl:1][CH2:2][C:3]1[C:8]([O:9][CH3:10])=[C:7]([O:11][CH3:12])[CH:6]=[CH:5][N:4]=1.[SH:13][C:14]1[NH:15][C:16]2[CH:22]=[C:21]([O:23][CH:24]([F:26])[F:25])[CH:20]=[CH:19][C:17]=2[N:18]=1.ClC1C=CC=C(C(OO)=[O:35])C=1>>[CH3:12][O:11][C:7]1[CH:6]=[CH:5][N:4]=[C:3]([CH2:2][S+:13]([O-:35])[C:14]2[NH:18][C:17]3[CH:19]=[CH:20][C:21]([O:23][CH:24]([F:25])[F:26])=[CH:22][C:16]=3[N:15]=2)[C:8]=1[O:9][CH3:10].[Cl:1][CH2:2][C:3]1[C:8]([O:9][CH3:10])=[C:7]([O:11][CH3:12])[CH:6]=[CH:5][N:4]=1. Reported procedure: In one of the processes described in this patent application, 2-chloromethyl-3,4-dimethoxy pyridine was reacted with 2-mercapto-5-difluoromethoxy benzimidazole to prepare a precursor sulfide, which was isolated and oxidized by using metachloroperbenzoic acid to yield pantoprazole base in a yield of 102% by weight with respect to 2-chloromethyl-3,4 dimethoxy pyridine.